Dataset: the Open Reaction Database (ORD), a public repository of structured organic reaction records. Task: describe an organic reaction: reactants, conditions, products, and yield Starting materials: ClC1=C(C=C(C=C1)O)[N+](=O)[O-] (4-chloro-3-nitro-phenol), ClC=1SC(=CC1)CCl (2-Chloro-5-chloromethyl-thiophene). Product: ClC=1SC(=CC1)COC1=CC(=C(C=C1)Cl)[N+](=O)[O-] (2-Chloro-5-(4-chloro-3-nitro-phenoxymethyl)-thiophene). As a reaction SMILES: [Cl:1][C:2]1[CH:7]=[CH:6][C:5]([OH:8])=[CH:4][C:3]=1[N+:9]([O-:11])=[O:10].[Cl:12][C:13]1[S:14][C:15]([CH2:18]Cl)=[CH:16][CH:17]=1>>[Cl:12][C:13]1[S:14][C:15]([CH2:18][O:8][C:5]2[CH:6]=[CH:7][C:2]([Cl:1])=[C:3]([N+:9]([O-:11])=[O:10])[CH:4]=2)=[CH:16][CH:17]=1. Procedure details: A solution of 4-chloro-3-nitro-phenol was reacted with 2-Chloro-5-chloromethyl-thiophene using the conditions described in Example 10C to provide 2-Chloro-5-(4-chloro-3-nitro-phenoxymethyl)-thiophene which was treated sequentially using the procedures from Examples 10D and 10E to provide the title product. Starting materials: S(=O)(Cl)Cl (Thionyl chloride), FC1=CC=C(C(=O)C2CCN(CC2)CCCO)C=C1 (4-(p-fluorobenzoyl)-1-(3-hydroxypropyl) piperidine), [OH-].[Na+] (sodium hydroxide). Solvent: C(Cl)(Cl)Cl (chloroform). Run at time 16 hour. The product is FC1=CC=C(C(=O)C2CCN(CC2)CCCCl)C=C1 (4-(p-Fluorobenzoyl)-1-(3-chloropropyl)piperidine). The yield is 92.0%. Reaction SMILES: S(Cl)([Cl:3])=O.[F:5][C:6]1[CH:23]=[CH:22][C:9]([C:10]([CH:12]2[CH2:17][CH2:16][N:15]([CH2:18][CH2:19][CH2:20]O)[CH2:14][CH2:13]2)=[O:11])=[CH:8][CH:7]=1.[OH-].[Na+]>C(Cl)(Cl)Cl>[F:5][C:6]1[CH:23]=[CH:22][C:9]([C:10]([CH:12]2[CH2:17][CH2:16][N:15]([CH2:18][CH2:19][CH2:20][Cl:3])[CH2:14][CH2:13]2)=[O:11])=[CH:8][CH:7]=1 |f:2.3|. Procedure: Thionyl chloride (38.7 g., 0.376 mole) was added dropwise to a stirring solution of 4-(p-fluorobenzoyl)-1-(3-hydroxypropyl) piperidine (43.1 g., 0.163 mole) in 400 ml. chloroform at room temperature. After the addition was complete the reaction mixture was stirred at room temperature an additional 16 hours. The mixture was then chilled and 125 ml. 6N sodium hydroxide solution was added dropwise. The chloroform solution was separated, washed with water, and dried over magnesium sulfate. Removal o... Starting materials: [Na+].[Na+].C(=O)C1=C(C=C(O1)S(=O)(=O)[O-])S(=O)(=O)[O-] (5-formylfuran-2,4-disulfonic acid disodium salt), [Na][Na] (disodium), C(C)(C)NO (N-isopropylhydroxylamine). Product: C(C)(C)[N+](=CC1=C(C=C(O1)S(=O)(=O)O)S(=O)(=O)O)[O-] (N-Isopropyl-α-(2,4-disulfofuran-5-yl)nitrone). Reaction SMILES: [Na+].[Na+].[CH:3]([C:5]1[O:9][C:8]([S:10]([O-:13])(=[O:12])=[O:11])=[CH:7][C:6]=1[S:14]([O-:17])(=[O:16])=[O:15])=O.[CH:18]([NH:21][OH:22])([CH3:20])[CH3:19].[Na][Na]>>[CH:18]([N+:21]([O-:22])=[CH:3][C:5]1[O:9][C:8]([S:10]([OH:13])(=[O:12])=[O:11])=[CH:7][C:6]=1[S:14]([OH:17])(=[O:16])=[O:15])([CH3:20])[CH3:19] |f:0.1.2|. Procedure: Following the procedure of Example 1 above and using 5-formylfuran-2,4-disulfonic acid disodium salt and N-isopropylhydroxylamine, the title compound could be prepared as the disodium salt. The reactants are CC(c1ccc(Br)cc1)N1CCC(CCO)(c2ccc(F)cc2)OC1=O, C1CNC1. The product is CC(c1ccc(Br)cc1)N1CCC(CCN2CCC2)(c2ccc(F)cc2)OC1=O. As a reaction SMILES: [Br:1][c:2]1[cH:3][cH:4][c:5]([CH:8]([CH3:9])[N:10]2[C:11](=[O:26])[O:12][C:13]([CH2:16][CH2:17][OH:18])([c:19]3[cH:20][cH:21][c:22]([F:25])[cH:23][cH:24]3)[CH2:14][CH2:15]2)[cH:6][cH:7]1.[CH2:27]1[CH2:28][NH:29][CH2:30]1>>[Br:1][c:2]1[cH:3][cH:4][c:5]([CH:8]([CH3:9])[N:10]2[C:11](=[O:26])[O:12][C:13]([CH2:16][CH2:17][N:29]3[CH2:28][CH2:27][CH2:30]3)([c:19]3[cH:20][cH:21][c:22]([F:25])[cH:23][cH:24]3)[CH2:14][CH2:15]2)[cH:6][cH:7]1. The reactants are C1(CCCC2=CC=CC=C12)NC(=O)N (1,2,3,4-tetrahydro-1-naphthylurea), C(C)(=O)O (acetic acid), ceric ammonium nitrate. The solvent is O (water). Yields the product O=C1CCC(C2=CC=CC=C12)NC(=O)N (1,2,3,4-Tetrahydro-4-oxo-1-naphthylurea). RXN SMILES: [CH:1]1([NH:11][C:12]([NH2:14])=[O:13])[C:10]2[C:5](=[CH:6][CH:7]=[CH:8][CH:9]=2)[CH2:4][CH2:3][CH2:2]1.C(O)(=[O:17])C>O>[O:17]=[C:4]1[C:5]2[C:10](=[CH:9][CH:8]=[CH:7][CH:6]=2)[CH:1]([NH:11][C:12]([NH2:14])=[O:13])[CH2:2][CH2:3]1. Procedure details: A solution of 0.5 g of 1,2,3,4-tetrahydro-1-naphthylurea in 50 ml of 50% aqueous acetic acid is cooled to below 5° C and 6.0 g of ceric ammonium nitrate added. After 5 minutes the mixture is diluted with water and extracted with 3 × 5 ml of ethyl acetate. The extracts are combined and evaporated to dryness to afford the crude title product. The reactants are [N+](=O)([O-])C (nitromethane), C(CCC)[Li] (n-Butyllithium), BrC1=CC=C(C=C1)F (1-bromo-4-fluorobenzene), FC(C(=O)OCC)(F)F (ethyl 2,2,2-trifluoroacetate), Cl (hydrochloric acid). Reagents/catalysts: [C].[Pd] (palladium-carbon). The solvent is C(C)O (ethanol), O1CCCC1 (tetrahydrofuran). Conditions: temperature -78 celsius, time 30 minute. The product is NCC(C(F)(F)F)(O)C1=CC=C(C=C1)F (3-Amino-1,1,1-trifluoro-2-(4-fluorophenyl)propan-2-ol). Isolated yield 67.5%. Reaction SMILES: C([Li])CCC.Br[C:7]1[CH:12]=[CH:11][C:10]([F:13])=[CH:9][CH:8]=1.[F:14][C:15]([F:22])([F:21])[C:16](OCC)=[O:17].[N+:23]([CH3:26])([O-])=O.Cl>O1CCCC1.C(O)C.[C].[Pd]>[NH2:23][CH2:26][C:16]([C:7]1[CH:12]=[CH:11][C:10]([F:13])=[CH:9][CH:8]=1)([OH:17])[C:15]([F:22])([F:21])[F:14] |f:7.8|. Procedure details: n-Butyllithium (2.66 M solution in hexane, 12.4 mL, 33.0 mmol) was added dropwise to 1-bromo-4-fluorobenzene (5.25 g, 30.0 mmol) in tetrahydrofuran (50 mL) cooled to −78° C., and the reaction mixture was stirred at −78° C. for 30 minutes, mixed with ethyl 2,2,2-trifluoroacetate (4.64 mL, 45 mmol) at −78° C. and then stirred for another 30 minutes while the temperature was gradually raised to room temperature. The reaction mixture was stirred with nitromethane (3.25 mL, 60 mmol) at room temperatu... The reactants are C(C)(=O)C(C(C(C)=O)C(C)=O)C(C)=O (1,1,2,2-tetraacetylethane), C(C)OC1=CC(=C(C=C1)N)SC (4-ethoxy-2-methylsulfanyl-phenyl amine), NN (hydrazine). Product: C(C)OC1=CC(=C(C=C1)N1C(=C2C(=NN=C(C2=C1C)C)C)C)SC (6-(4-Ethoxy-2-methylsulfanyl-phenyl)-1,4,5,7-tetramethyl-6H-pyrrolo[3,4-d]pyridazine). As a reaction SMILES: [C:1]([CH:4]([C:12](=O)[CH3:13])[CH:5]([C:9](=O)[CH3:10])[C:6](=O)[CH3:7])(=O)[CH3:2].[CH2:15]([O:17][C:18]1[CH:23]=[CH:22][C:21]([NH2:24])=[C:20]([S:25][CH3:26])[CH:19]=1)[CH3:16].[NH2:27][NH2:28]>>[CH2:15]([O:17][C:18]1[CH:23]=[CH:22][C:21]([N:24]2[C:1]([CH3:2])=[C:4]3[C:5]([C:9]([CH3:10])=[N:27][N:28]=[C:12]3[CH3:13])=[C:6]2[CH3:7])=[C:20]([S:25][CH3:26])[CH:19]=1)[CH3:16]. Procedure details: Utilizing the general procedure outlined in Example 48, 1,1,2,2-tetraacetylethane (200 mg, 1.0 mol), 4-ethoxy-2-methylsulfanyl-phenyl amine (140 mg, 0.8 mmol) and hydrazine (50 μL) reacted to give 6-(4-Ethoxy-2-methylsulfanyl-phenyl)-1,4,5,7-tetramethyl-6H-pyrrolo[3,4-d]pyridazine as yellow solid: 1H NMR (CDCl3, 500 MHz) δ 7.05 (d, 1H), 6.88 (s, 1H), 6.82 (d, 1H), 4.16 (q, 2H), 2.81 (s, 6H), 2.42 (s, 6H), 1.53 (t, 3H); MS (ESI) 342 (M+H)+. The reactants are COC1=CC=C(C=C1)NC1=NC=CC=C1C(C)=O (1-(2-(4-methoxyphenylamino)pyridin-3-yl)ethanone), Ba(OH)2solution, 8h, FC1=CC=C(CC2=C(C=O)C=CC=N2)C=C1 (2-(4-fluorobenzyl)nicotinaldehyde), COC1=CC=C(C=C1)NC1=NC=CC=C1C=CC(=O)C1=CC(=C(C(=C1)OC)OC)OC (3-(2-(4-Methoxyphenylamino) pyridin-3-yl)-1-(3,4,5-trimethoxyphenyl)prop-2-en-1-one), Cl (HCl). Solvent: CO (methanol). Reaction conditions: time 5 minute. Yields the product FC1=CC=C(C=C1)NC1=NC=CC=C1C=CC(=O)C=1C(=NC=CC1)NC1=CC=C(C=C1)OC (3-(2-(4-Fluorophenylamino)pyridin-3-yl)-1-(2-(4-methoxyphenylamino)pyridin-3-yl)prop-2-en-1-one). Yield: 90.0%. As a reaction SMILES: [CH3:1][O:2][C:3]1[CH:8]=[CH:7][C:6]([NH:9][C:10]2[C:15]([C:16](=[O:18])[CH3:17])=[CH:14][CH:13]=[CH:12][N:11]=2)=[CH:5][CH:4]=1.[F:19]C1C=CC(CC2N=CC=CC=2C=O)=CC=1.CO[C:37]1[CH:42]=[CH:41][C:40]([NH:43][C:44]2[C:49]([CH:50]=CC(C3C=C(OC)C(OC)=C(OC)C=3)=O)=[CH:48][CH:47]=[CH:46][N:45]=2)=[CH:39][CH:38]=1.Cl>CO>[F:19][C:37]1[CH:42]=[CH:41][C:40]([NH:43][C:44]2[C:49]([CH:50]=[CH:17][C:16]([C:15]3[C:10]([NH:9][C:6]4[CH:5]=[CH:4][C:3]([O:2][CH3:1])=[CH:8][CH:7]=4)=[N:11][CH:12]=[CH:13][CH:14]=3)=[O:18])=[CH:48][CH:47]=[CH:46][N:45]=2)=[CH:39][CH:38]=1. Reported procedure: To a solution of 1-(2-(4-methoxyphenylamino)pyridin-3-yl)ethanone (100 mg, 0.462 mmol) in methanol (5 mL) was added 2N Ba(OH)2solution (2 ml) and stirred for 5 minutes. Then added 2-(4-fluorobenzyl)nicotinaldehyde (112.03 mg, 0.462 mmol) and the reaction mixture was stirred at a temperature of 30° C. for 6h and the reaction was monitored by TLC. After 8h the reaction mixture is acidified with 2N HCl. The resulting precipitate was filtered, washed thoroughly with water and dried over anhydrous Ca... Starting materials: [H-].[Na+] (Sodium hydride), C1(=CC=CC=C1)C(C#N)C1=CC=CC=C1 (diphenylacetonitrile), CC1=CC=C(C=C1)S(=O)(=O)N1CCC(CC1)COS(=O)(=O)C1=CC=C(C=C1)C (1-(4-methylphenylsulphonyl)-4-(4-methylphenylsulphonyloxymethyl)piperidine). Solvent: C1(=CC=CC=C1)C (toluene), C1(=CC=CC=C1)C (toluene), O (water). The product is C(#N)C(CC1CCN(CC1)S(=O)(=O)C1=CC=C(C=C1)C)(C1=CC=CC=C1)C1=CC=CC=C1 (4-(2-Cyano-2,2-diphenylethyl)-1-(4-methylphenylsulphonyl)piperidine). Yield: 86.2%. As a reaction SMILES: [H-].[Na+].[C:3]1([CH:9]([C:12]2[CH:17]=[CH:16][CH:15]=[CH:14][CH:13]=2)[C:10]#[N:11])[CH:8]=[CH:7][CH:6]=[CH:5][CH:4]=1.[CH3:18][C:19]1[CH:24]=[CH:23][C:22]([S:25]([N:28]2[CH2:33][CH2:32][CH:31]([CH2:34]OS(C3C=CC(C)=CC=3)(=O)=O)[CH2:30][CH2:29]2)(=[O:27])=[O:26])=[CH:21][CH:20]=1>C1(C)C=CC=CC=1.O>[C:10]([C:9]([C:3]1[CH:4]=[CH:5][CH:6]=[CH:7][CH:8]=1)([C:12]1[CH:13]=[CH:14][CH:15]=[CH:16][CH:17]=1)[CH2:34][CH:31]1[CH2:30][CH2:29][N:28]([S:25]([C:22]2[CH:21]=[CH:20][C:19]([CH3:18])=[CH:24][CH:23]=2)(=[O:26])=[O:27])[CH2:33][CH2:32]1)#[N:11] |f:0.1|. Reported procedure: Sodium hydride (3.2 g, 80 mmol; 60% dispersion in oil) was added to a stirred solution of diphenylacetonitrile (13.5 g, 70 mmol) in toluene (200 ml) and the mixture was heated under reflux for 2 hours, treated with a solution of 1-(4-methylphenylsulphonyl)-4-(4-methylphenylsulphonyloxymethyl)piperidine (25.0 g, 60 mmol--see Preparation 15) in toluene (50 ml), heated under reflux for a further 2 hours, allowed to cool to room temperature and diluted with water. The layers were separated and the o...